Dataset: the Open Reaction Database (ORD), a public repository of structured organic reaction records. Task: describe an organic reaction: reactants, conditions, products, and yield Starting materials: CCCCCCCCCCCC (dodecane), BrC1=CC=CC=C1 (bromobenzene), C(CCCCC)N (n-hexylamine), P(=O)([O-])([O-])[O-].[K+].[K+].[K+] (potassium phosphate), C1(=CC=CC=C1)C1=C(C=CC=C1)O (2-phenylphenol), Teflon. The reagents and catalysts are [Cu]I (Copper (I) iodide). The solvent is O (water), C(C)OCC (Diethyl ether), C1(=CC=CC=C1)C (toluene). Run at temperature 100 celsius. The product is C1(=CC=CC=C1)CCCCCCN (N-phenylhexylamine). Reaction SMILES: P([O-])([O-])([O-])=O.[K+].[K+].[K+].[C:9]1([C:15]2[CH:20]=[CH:19][CH:18]=[CH:17][C:16]=2O)[CH:14]=[CH:13][CH:12]=[CH:11][CH:10]=1.BrC1C=CC=CC=1.C([NH2:35])CCCCC.CCCCCCCCCCCC>[Cu]I.O.C(OCC)C.C1(C)C=CC=CC=1>[C:9]1([CH2:15][CH2:16][CH2:17][CH2:18][CH2:19][CH2:20][NH2:35])[CH:14]=[CH:13][CH:12]=[CH:11][CH:10]=1 |f:0.1.2.3|. Reported procedure: Copper (I) iodide (10 mg, 0.05 mmol, 5 mol %), anhydrous fine powder potassium phosphate (425 mg, 2.0 mmol) and 2-phenylphenol (34 mg, 0.2 mmol, 20 mol %) were put into a screw-capped test tube with a Teflon septum. Anhydrous toluene (1.0 mL), bromobenzene (105 μL, 1.0 mmol) and n-hexylamine (158 μL, 1.2 mmol) were added by micro-syringe at room temperature under air atmosphere. The reaction mixture was heated at 100° C. for 22 hours. The reaction mixture was then allowed to reach room temperatu... The reactants are N#Cc1c[nH]c2ccc(CCNC(=O)c3ccc(-c4ccnc(Cl)n4)cc3)cc12, CNCCCC(=O)O. Product: N#Cc1c[nH]c2ccc(CCNC(=O)c3ccc(-c4ccnc(CNCCCC(=O)O)n4)cc3)cc12. As a reaction SMILES: [C:9](#[N:10])[c:11]1[cH:12][nH:13][c:14]2[cH:15][cH:16][c:17]([CH2:20][CH2:21][NH:22][C:23]([c:24]3[cH:25][cH:26][c:27](-[c:30]4[n:31][c:32]([Cl:36])[n:33][cH:34][cH:35]4)[cH:28][cH:29]3)=[O:37])[cH:18][c:19]12.[CH3:1][NH:2][CH2:3][CH2:4][CH2:5][C:6](=[O:7])[OH:8]>>[CH2:1]([NH:2][CH2:3][CH2:4][CH2:5][C:6](=[O:7])[OH:8])[c:32]1[n:31][c:30](-[c:27]2[cH:26][cH:25][c:24]([C:23]([NH:22][CH2:21][CH2:20][c:17]3[cH:16][cH:15][c:14]4[nH:13][cH:12][c:11]([C:9]#[N:10])[c:19]4[cH:18]3)=[O:37])[cH:29][cH:28]2)[cH:35][cH:34][n:33]1. Reactants: CC(=O)O[BH-](OC(C)=O)OC(C)=O, Cc1nsc(NC(=O)c2nc(Sc3nncn3C)ccc2Sc2ccc(OCC=O)cc2)n1, CNC, ClC(Cl)Cl, [Na+], C1CCOC1, C1CCOC1. The product is Cc1nsc(NC(=O)c2nc(Sc3nncn3C)ccc2Sc2ccc(OCCN(C)C)cc2)n1. As a reaction SMILES: [C:9]([O:10][BH-:11]([O:12][C:13](=[O:14])[CH3:15])[O:16][C:17](=[O:18])[CH3:19])(=[O:20])[CH3:21].[CH3:28][c:29]1[n:30][s:31][c:32]([NH:34][C:35](=[O:36])[c:37]2[n:38][c:39]([S:54][c:55]3[n:56][n:57][cH:58][n:59]3[CH3:60])[cH:40][cH:41][c:42]2[S:43][c:44]2[cH:45][cH:46][c:47]([O:50][CH2:51][CH:52]=[O:53])[cH:48][cH:49]2)[n:33]1.[CH3:6][NH:7][CH3:8].[CH:61]([Cl:62])([Cl:63])[Cl:64].[Na+:22].[O:1]1[CH2:2][CH2:3][CH2:4][CH2:5]1.[O:23]1[CH2:24][CH2:25][CH2:26][CH2:27]1>>[CH3:6][N:7]([CH3:8])[CH2:52][CH2:51][O:50][c:47]1[cH:46][cH:45][c:44]([S:43][c:42]2[c:37]([C:35]([NH:34][c:32]3[s:31][n:30][c:29]([CH3:28])[n:33]3)=[O:36])[n:38][c:39]([S:54][c:55]3[n:56][n:57][cH:58][n:59]3[CH3:60])[cH:40][cH:41]2)[cH:49][cH:48]1.